This data is from the Open Reaction Database (ORD), a public repository of structured organic reaction records. The task is: describe an organic reaction: reactants, conditions, products, and yield Product: C[C@@H]1N([C@@H](CCC1)C)CCNC(C(C)N1C(C(CC1)O)=O)=O ((R/S)-cis-N-[2-(2,6-dimethyl-1-piperidinyl)ethyl]-2-(3-hydroxy-2-oxo-1-pyrrolidinyl)propionamide). Procedure: 1.5 g of ethyl (R/S)-2-(3-hydroxy-2-oxo-1-pyrrolidinyl)propionate are left to stand at room temperature for 24 hours with 2.45 g of cis-2-(2,6-dimethyl-1-piperidinyl)ethylamine. Thereafter, the excess cis-2-(2,6-dimethyl-1-piperidinyl)ethylamine is distilled off in a high vacuum and the residue (3.5 g) is chromatographed on 30 g of silica gel (granular size 0.2-0.5 mm). The (R/S)-cis-N-[2-(2,6-dimethyl-1-piperidinyl)ethyl]-2-(3-hydroxy-2-oxo-1-pyrrolidinyl)propionamide which is eluted with metha... Reaction SMILES: [OH:1][CH:2]1[CH2:6][CH2:5][N:4]([CH:7]([CH3:13])[C:8]([O:10]CC)=O)[C:3]1=[O:14].[CH3:15][C@H:16]1[CH2:21][CH2:20][CH2:19][C@@H:18]([CH3:22])[N:17]1[CH2:23][CH2:24][NH2:25]>>[CH3:15][C@H:16]1[CH2:21][CH2:20][CH2:19][C@@H:18]([CH3:22])[N:17]1[CH2:23][CH2:24][NH:25][C:8](=[O:10])[CH:7]([N:4]1[CH2:5][CH2:6][CH:2]([OH:1])[C:3]1=[O:14])[CH3:13]. Reactants: OC1C(N(CC1)C(C(=O)OCC)C)=O (ethyl (R/S)-2-(3-hydroxy-2-oxo-1-pyrrolidinyl)propionate), C[C@@H]1N([C@@H](CCC1)C)CCN (cis-2-(2,6-dimethyl-1-piperidinyl)ethylamine). The reactants are FC1=C(C=C2N=C(C(=NC2=C1)C1=CC=C(C=C1)F)N(C(C)C)C)C(=O)OC (methyl 7-fluoro-2-(4-fluorophenyl)-3-[methyl(propan-2-yl)amino]quinoxaline-6-carboxylate), [OH-].[Li+] (lithium hydroxide). Solvent: O1CCCC1 (tetrahydrofuran), O (water). Conditions: time 8 hour. Yields the product FC1=C(C=C2N=C(C(=NC2=C1)C1=CC=C(C=C1)F)N(C(C)C)C)C(=O)O (7-fluoro-2-(4-fluorophenyl)-3-[methyl(propan-2-yl)amino]quinoxaline-6-carboxylic acid). Yield: 84.0%. Reaction SMILES: [F:1][C:2]1[CH:11]=[C:10]2[C:5]([N:6]=[C:7]([N:19]([CH3:23])[CH:20]([CH3:22])[CH3:21])[C:8]([C:12]3[CH:17]=[CH:16][C:15]([F:18])=[CH:14][CH:13]=3)=[N:9]2)=[CH:4][C:3]=1[C:24]([O:26]C)=[O:25].[OH-].[Li+]>O1CCCC1.O>[F:1][C:2]1[CH:11]=[C:10]2[C:5]([N:6]=[C:7]([N:19]([CH3:23])[CH:20]([CH3:22])[CH3:21])[C:8]([C:12]3[CH:17]=[CH:16][C:15]([F:18])=[CH:14][CH:13]=3)=[N:9]2)=[CH:4][C:3]=1[C:24]([OH:26])=[O:25] |f:1.2|. Procedure: To a solution of methyl 7-fluoro-2-(4-fluorophenyl)-3-[methyl(propan-2-yl)amino]quinoxaline-6-carboxylate (150 mg, 0.40 mmol) in tetrahydrofuran (30 ml) and water (1.0 ml) was added lithium hydroxide (38.8 mg, 1.62 mmol) with stirring overnight at room temperature. The reaction mixture was concentrated in vacuo, dissolved in water (30 ml), and adjusted to pH 5 with hydrochloric acid (3N) to give the precipitate, which was collected by filtration to afford 7-fluoro-2-(4-fluorophenyl)-3-[methyl(pr... The reactants are O=Cc1cc(Br)cs1, [BH3-]C#N, CN, CC#N, Cl, [Na+], [Na+], [OH-]. The product is CNCc1cc(Br)cs1. Reaction SMILES: [Br:1][c:2]1[cH:3][c:4]([CH:7]=[O:8])[s:5][cH:6]1.[C:12](#[N:13])[BH3-:14].[CH3:10][NH2:11].[CH3:18][C:19]#[N:20].[ClH:9].[Na+:15].[Na+:17].[OH-:16]>>[Br:1][c:2]1[cH:3][c:4]([CH2:7][NH:13][CH3:12])[s:5][cH:6]1. Reactants: C1CCN2CC=C(CC12)C1=CNC2=CC=NC=C12 (3-(1,2,3,5,8,8a-hexahydro-7-indolizinyl)-1H-5-Azaindole), CO (methanol). Reagents/catalysts: [Pd] (Pd/C). Solvent: C(C)O (ethanol), ClCCl (dichloromethane). Reaction conditions: time 8 hour. The product is C1CCN2CCC(CC12)C1=CNC2=CC=NC=C12 (3-(Octahydro-7-indolizinyl)-1H-5-Azaindole). RXN SMILES: [CH2:1]1[CH:9]2[N:4]([CH2:5][CH:6]=[C:7]([C:10]3[C:18]4[C:13](=[CH:14][CH:15]=[N:16][CH:17]=4)[NH:12][CH:11]=3)[CH2:8]2)[CH2:3][CH2:2]1.CO>C(O)C.ClCCl.[Pd]>[CH2:1]1[CH:9]2[N:4]([CH2:5][CH2:6][CH:7]([C:10]3[C:18]4[C:13](=[CH:14][CH:15]=[N:16][CH:17]=4)[NH:12][CH:11]=3)[CH2:8]2)[CH2:3][CH2:2]1. Procedure: A mixture of 3-(1,2,3,5,8,8a-hexahydro-7-indolizinyl)-1H-5-Azaindole (400 mg, 1.67 mmol) and 10% Pd/C (400 mg) in ethanol (15 mL) was stirred under H2 overnight. The reaction mixture was filtered and the filtrate concentrated and purified by column chromatography. Elution with 5% methanol (2M/NH3) in dichloromethane gave the less polar isomer (297.7 mg, 73.5%) and with 10% methanol (2M/NH3) in dichloromethane gave the more polar isomer (73 mg, 18.1%).